Dataset: the Open Reaction Database (ORD), a public repository of structured organic reaction records. Task: describe an organic reaction: reactants, conditions, products, and yield The reactants are C(C)O\C=C\1/C(N(N=C1C1=C(C=CC=C1)F)C1=C(C=CC=C1)F)=O ((4Z)-4-[(Ethoxy)methylidene]-2,5-bis(2-fluorophenyl)-2,4-dihydro-3H-pyrazol-3-one), C([O-])([O-])=O.[K+].[K+] (potassium carbonate), N1C=CC2=CC(=CC=C12)CN (1-(1H-indol-5-yl)methanamine). Run in O (water). Reaction conditions: time 2.5 hour. Yields the product FC1=C(C=CC=C1)N1N=C2C(=CN(C=3C=CC=CC23)CC=2C=C3C=CNC3=CC2)C1=O (2-(2-fluorophenyl)-5-(1H-indol-5-ylmethyl)-2,5-dihydro-3H-pyrazolo[4,3-c]quinolin-3-one). As a reaction SMILES: C(O/[CH:4]=[C:5]1\[C:6](=[O:24])[N:7]([C:17]2[CH:22]=[CH:21][CH:20]=[CH:19][C:18]=2[F:23])[N:8]=[C:9]\1[C:10]1[CH:15]=[CH:14][CH:13]=[CH:12][C:11]=1F)C.C(=O)([O-])[O-].[K+].[K+].[NH:31]1[C:39]2[C:34](=[CH:35][C:36]([CH2:40][NH2:41])=[CH:37][CH:38]=2)[CH:33]=[CH:32]1>O>[F:23][C:18]1[CH:19]=[CH:20][CH:21]=[CH:22][C:17]=1[N:7]1[C:6](=[O:24])[C:5]2=[CH:4][N:41]([CH2:40][C:36]3[CH:35]=[C:34]4[C:39](=[CH:38][CH:37]=3)[NH:31][CH:32]=[CH:33]4)[C:11]3[CH:12]=[CH:13][CH:14]=[CH:15][C:10]=3[C:9]2=[N:8]1 |f:1.2.3|. Procedure details: (4Z)-4-[(Ethoxy)methylidene]-2,5-bis(2-fluorophenyl)-2,4-dihydro-3H-pyrazol-3-one (236 mg, 0.720 mmol), potassium carbonate (100 mg, 0.720 mmol, 1 equiv) and 1-(1H-indol-5-yl)methanamine (105 mg, 0.720 mmol, 1 equiv) were combined and placed into a preheated oil bath at 100° C. open to the air for 2.5 hours. The mixture was cooled to ambient temperature, poured into water (50 mL) and extracted with ethyl acetate (3×100 mL). The combined organic extracts were dried with sodium sulfate, filtered a... The reactants are [H-].[Na+] (sodium hydride), [N+](=O)([O-])C1=CC=C(C=C1)O (4-nitrophenol), ClC1=NC(=NC=C1)NCCCO (3-(4-Chloro-pyrimidin-2-ylamino)-propan-1-ol). The solvent is CN(C)C=O (DMF). Reaction conditions: temperature 140 celsius, time 30 minute. Yields the product [N+](=O)([O-])C1=CC=C(OC2=NC(=NC=C2)NCCCO)C=C1 (3-[4-(4-Nitro-phenoxy)-pyrimidin-2-ylamino]-propan-1-ol). Yield: 57.7%. As a reaction SMILES: [H-].[Na+].[N+:3]([C:6]1[CH:11]=[CH:10][C:9]([OH:12])=[CH:8][CH:7]=1)([O-:5])=[O:4].Cl[C:14]1[CH:19]=[CH:18][N:17]=[C:16]([NH:20][CH2:21][CH2:22][CH2:23][OH:24])[N:15]=1>CN(C=O)C>[N+:3]([C:6]1[CH:11]=[CH:10][C:9]([O:12][C:18]2[CH:19]=[CH:14][N:15]=[C:16]([NH:20][CH2:21][CH2:22][CH2:23][OH:24])[N:17]=2)=[CH:8][CH:7]=1)([O-:5])=[O:4] |f:0.1|. Procedure details: 1.37 g (54.3 mmol) sodium hydride was given to a solution of 7.19 g (51.7 mmol) 4-nitrophenol in 97 ml DMF. Stirring was continued for 30 min. at room temperature. 9.70 g (51.7 mmol) 3-(4-Chloro-pyrimidin-2-ylamino)-propan-1-ol was added and the mixture heated to 140° C. for 15 h. The reaction mixture was evaporated, taken up with water and extracted with dichloromethane. The organic phase was extracted with sodium carbonate solution, dried (sodium sulphate) and evaporated. The obtained yellow o... Starting materials: CC(C)(C)OC(=O)NCCCN1CCC(C#N)(c2ccc(Cl)cc2Cl)CC1, ClCCl, O=C(O)C(F)(F)F. The product is N#CC1(c2ccc(Cl)cc2Cl)CCN(CCCN)CC1. As a reaction SMILES: [C:1]([O:2][C:3](=[O:4])[NH:7][CH2:8][CH2:9][CH2:10][N:11]1[CH2:12][CH2:13][C:14]([c:17]2[c:18]([Cl:24])[cH:19][c:20]([Cl:23])[cH:21][cH:22]2)([C:25]#[N:26])[CH2:15][CH2:16]1)([CH3:5])([CH3:6])[CH3:27].[Cl:28][CH2:29][Cl:30].[OH:31][C:32]([C:33]([F:34])([F:35])[F:36])=[O:37]>>[NH2:7][CH2:8][CH2:9][CH2:10][N:11]1[CH2:12][CH2:13][C:14]([c:17]2[c:18]([Cl:24])[cH:19][c:20]([Cl:23])[cH:21][cH:22]2)([C:25]#[N:26])[CH2:15][CH2:16]1. The reactants are NCC1OC(CC2=C1C=CC(=C2OC)C)C2CCCCC2 (1-aminomethyl-3-cyclohexyl-3,4-dihydro-5-methoxy-6-methyl-1H 2 benzopyran), Br (hydrobromic acid). Run in C(C)(=O)O (acetic acid). Yields the product Br.NC[C@@H]1O[C@@H](CC2=C1C=CC(=C2O)C)C2CCCCC2 ([1R.3S] 1-Aminomethyl-3-cyclohexyl-3,4-dihydro-5-hydroxy-6-methyl-1H-2-benzopyran hydrobromide). RXN SMILES: [NH2:1][CH2:2][CH:3]1[C:8]2[CH:9]=[CH:10][C:11]([CH3:15])=[C:12]([O:13]C)[C:7]=2[CH2:6][CH:5]([CH:16]2[CH2:21][CH2:20][CH2:19][CH2:18][CH2:17]2)[O:4]1.[BrH:22]>C(O)(=O)C>[BrH:22].[NH2:1][CH2:2][C@H:3]1[C:8]2[CH:9]=[CH:10][C:11]([CH3:15])=[C:12]([OH:13])[C:7]=2[CH2:6][C@@H:5]([CH:16]2[CH2:21][CH2:20][CH2:19][CH2:18][CH2:17]2)[O:4]1 |f:3.4|. Reported procedure: A suspension of 1-aminomethyl-3-cyclohexyl-3,4-dihydro-5-methoxy-6-methyl-1H 2 benzopyran (467 mg, 1.43 mmol) in 10 mL of of glacial acetic acid and 10 mL of 48% hydrobromic acid was heated at reflux for 2 h. The reaction mixture was then concentrated in vacuo. The residue was crystallized from ethyl alcohol/methylene chloride to afford 478 mg of the title compound; m.p. 217°- 218° C.; MS DCl-NH3M/Z: 276 (M+H)+. Analysis calculated for C17H26BrNO2 : C, 52.71; H, 6.82; N, 3.51. Found: C, 52.85; H...